The task is: describe an organic reaction: reactants, conditions, products, and yield. This data is from the Open Reaction Database (ORD), a public repository of structured organic reaction records. Starting materials: [Br-], COc1ccc2c(OCCBr)ccnc2c1, O=c1ccc(Br)c[nH]1, COCCOC, CCCCCC, ClCCl, [H-], [Li+], [Na+], CN(C)C=O. Yields the product COc1ccc2c(OCCn3cc(Br)ccc3=O)ccnc2c1. Reaction SMILES: [Br-:11].[Br:13][CH2:14][CH2:15][O:16][c:17]1[cH:18][cH:19][n:20][c:21]2[cH:22][c:23]([O:27][CH3:28])[cH:24][cH:25][c:26]12.[Br:1][c:2]1[cH:3][cH:4][c:5](=[O:8])[nH:6][cH:7]1.[CH3:29][O:30][CH2:31][CH2:32][O:33][CH3:34].[CH3:40][CH2:41][CH2:42][CH2:43][CH2:44][CH3:45].[Cl:46][CH2:47][Cl:48].[H-:10].[Li+:12].[Na+:9].[O:35]=[CH:36][N:37]([CH3:38])[CH3:39]>>[Br:1][c:2]1[cH:3][cH:4][c:5](=[O:8])[n:6]([CH2:14][CH2:15][O:16][c:17]2[cH:18][cH:19][n:20][c:21]3[cH:22][c:23]([O:27][CH3:28])[cH:24][cH:25][c:26]23)[cH:7]1. Reactants: Cl.ClC=1C=CC(=C(C1)C1CC(C=2C(=CC=NC2C1)C)=O)F (7-(5-chloro-2-fluorophenyl)-4-methyl-5,6,7,8-tetrahydroquinolin-5-one hydrochloride), C(=N)(N)NN.Cl (aminoguanidine hydrochloride), Cl (hydrochloric acid). The solvent is C(C)O (ethanol). Reaction conditions: temperature 110 celsius, time 2 hour. Product: Cl.ClC=1C=CC(=C(C1)C1CC(C=2C(=CC=NC2C1)C)=NNC(=N)N)F (7-(5-chloro-2-fluorophenyl)-5-guanidinoimino-4-methyl-5,6,7,8-tetrahydroquinoline hydrochloride). The yield is 170.7%. Reaction SMILES: Cl.[Cl:2][C:3]1[CH:4]=[CH:5][C:6]([F:21])=[C:7]([CH:9]2[CH2:18][C:17]3[N:16]=[CH:15][CH:14]=[C:13]([CH3:19])[C:12]=3[C:11](=O)[CH2:10]2)[CH:8]=1.[C:22]([NH:25][NH2:26])([NH2:24])=[NH:23].Cl.Cl>C(O)C>[ClH:2].[Cl:2][C:3]1[CH:4]=[CH:5][C:6]([F:21])=[C:7]([CH:9]2[CH2:18][C:17]3[N:16]=[CH:15][CH:14]=[C:13]([CH3:19])[C:12]=3[C:11](=[N:26][NH:25][C:22]([NH2:24])=[NH:23])[CH2:10]2)[CH:8]=1 |f:0.1,2.3,6.7|. Procedure: To a solution of 7-(5-chloro-2-fluorophenyl)-4-methyl-5,6,7,8-tetrahydroquinolin-5-one hydrochloride (0.6 g) and aminoguanidine hydrochloride (0.233 g) in ethanol (10 ml) was added concentrated hydrochloric acid (0.1 ml), and the mixture was stirred at 110° C. (bath temperature) for 2 hours. The reaction solution was cooled to room temperature, and the crystals were filtered and dried to give 7-(5-chloro-2-fluorophenyl)-5-guanidinoimino-4-methyl-5,6,7,8-tetrahydroquinoline hydrochloride (Compoun... The reactants are NC1=CC(=C(C(=O)NCC2CCN(CC2)CCCCCNCC2=CC=C(C=C2)OC)C=C1Cl)OC (4-Amino-5-chloro-2-methoxy-N-((1-(5-(4-methoxybenzylamino)pentyl)-piperidin-4-yl)methyl)benzamide), C(C)=O (acetaldehyde), C(#N)[BH3-].[Na+] (sodium cyanoborohydride). The product is NC1=CC(=C(C(=O)NCC2CCN(CC2)CCCCCN(CC2=CC=C(C=C2)OC)CC)C=C1Cl)OC (4-amino-5-chloro-N-((1-(5-(N-ethyl-N-(4-methoxybenzyl)amino)pentyl)-piperidin-4-yl)methyl)-2-methoxybenzamide). As a reaction SMILES: [NH2:1][C:2]1[C:32]([Cl:33])=[CH:31][C:5]([C:6]([NH:8][CH2:9][CH:10]2[CH2:15][CH2:14][N:13]([CH2:16][CH2:17][CH2:18][CH2:19][CH2:20][NH:21][CH2:22][C:23]3[CH:28]=[CH:27][C:26]([O:29][CH3:30])=[CH:25][CH:24]=3)[CH2:12][CH2:11]2)=[O:7])=[C:4]([O:34][CH3:35])[CH:3]=1.[CH:36](=O)[CH3:37].C([BH3-])#N.[Na+]>>[NH2:1][C:2]1[C:32]([Cl:33])=[CH:31][C:5]([C:6]([NH:8][CH2:9][CH:10]2[CH2:15][CH2:14][N:13]([CH2:16][CH2:17][CH2:18][CH2:19][CH2:20][N:21]([CH2:36][CH3:37])[CH2:22][C:23]3[CH:24]=[CH:25][C:26]([O:29][CH3:30])=[CH:27][CH:28]=3)[CH2:12][CH2:11]2)=[O:7])=[C:4]([O:34][CH3:35])[CH:3]=1 |f:2.3|. Procedure: 4-Amino-5-chloro-2-methoxy-N-((1-(5-(4-methoxybenzylamino)pentyl)-piperidin-4-yl)methyl)benzamide (1.5 g) as starting compound, acetaldehyde (0.22 ml) and sodium cyanoborohydride (0.24 g) were reacted and treated in the same manner as in Example 136 to give 0.8 g of 4-amino-5-chloro-N-((1-(5-(N-ethyl-N-(4-methoxybenzyl)amino)pentyl)-piperidin-4-yl)methyl)-2-methoxybenzamide.